Dataset: the Open Reaction Database (ORD), a public repository of structured organic reaction records. Task: describe an organic reaction: reactants, conditions, products, and yield Starting materials: [OH-].[Na+] (sodium hydroxide), COC(C1=CC(=CC=C1)CN1C2=C([C@H](CCC1)N(C=1N=NN(N1)C)CC1=CC(=CC(=C1)C(F)(F)F)C(F)(F)F)C=C(C(=C2)C(F)(F)F)C)=O ((S)-3-{5-[(3,5-bis-trifluoromethyl-benzyl)-(2-methyl-2H-tetrazol-5-yl)-amino]-7-methyl-8-trifluoromethyl-2,3,4,5-tetrahydro-benzo[b]azepin-1-ylmethyl}-benzoic acid methyl ester), Cl (hydrochloric acid). The solvent is CO (methanol). Conditions: temperature 60 celsius. The product is FC(C=1C=C(CN([C@@H]2C3=C(N(CCC2)CC=2C=C(C(=O)O)C=CC2)C=C(C(=C3)C)C(F)(F)F)C=3N=NN(N3)C)C=C(C1)C(F)(F)F)(F)F ((S)-3-{5-[(3,5-Bis-trifluoromethyl-benzyl)-(2-methyl-2H-tetrazol-5-yl)-amino]-7-methyl-8-trifluoromethyl-2,3,4,5-tetrahydro-benzo[b]azepin-1-ylmethyl}-benzoic acid). Isolated yield 97.6%. RXN SMILES: [OH-].[Na+].C[O:4][C:5](=[O:51])[C:6]1[CH:11]=[CH:10][CH:9]=[C:8]([CH2:12][N:13]2[CH2:19][CH2:18][CH2:17][C@H:16]([N:20]([CH2:27][C:28]3[CH:33]=[C:32]([C:34]([F:37])([F:36])[F:35])[CH:31]=[C:30]([C:38]([F:41])([F:40])[F:39])[CH:29]=3)[C:21]3[N:22]=[N:23][N:24]([CH3:26])[N:25]=3)[C:15]3[CH:42]=[C:43]([CH3:50])[C:44]([C:46]([F:49])([F:48])[F:47])=[CH:45][C:14]2=3)[CH:7]=1.Cl>CO>[F:36][C:34]([F:35])([F:37])[C:32]1[CH:33]=[C:28]([CH:29]=[C:30]([C:38]([F:41])([F:40])[F:39])[CH:31]=1)[CH2:27][N:20]([C:21]1[N:22]=[N:23][N:24]([CH3:26])[N:25]=1)[C@H:16]1[CH2:17][CH2:18][CH2:19][N:13]([CH2:12][C:8]2[CH:7]=[C:6]([CH:11]=[CH:10][CH:9]=2)[C:5]([OH:51])=[O:4])[C:14]2[CH:45]=[C:44]([C:46]([F:47])([F:48])[F:49])[C:43]([CH3:50])=[CH:42][C:15]1=2 |f:0.1|. Reported procedure: Add 5 N sodium hydroxide solution (0.5 mL) to a solution of (S)-3-{5-[(3,5-bis-trifluoromethyl-benzyl)-(2-methyl-2H-tetrazol-5-yl)-amino]-7-methyl-8-trifluoromethyl-2,3,4,5-tetrahydro-benzo[b]azepin-1-ylmethyl}-benzoic acid methyl ester (70 mg, 0.100 mmol) in methanol (1 mL) and heat at 60° C. for 4 h. After the reaction cools to room temperature, acidify to pH 4 with 2 N hydrochloric acid solution and extract the aqueous mixture with ethyl acetate (3×10 mL). Wash the organic layer with water an...